Dataset: the Open Reaction Database (ORD), a public repository of structured organic reaction records. Task: describe an organic reaction: reactants, conditions, products, and yield The reactants are ClCCCCS(=O)(=O)NCC(COC(NCCCCCCCCCCCCCCCCCC)=O)OC (3-(4-chlorobutylsulfonylamino)-2-methoxy-1-octadecylcarbamoyloxypropane), C(CCCCCCCCCCCCCCC)SCC(COC(C1=CC=CC=C1)(C1=CC=CC=C1)C1=CC=CC=C1)O (1-hexadecylthio-3-trityloxy-2-propanol), C(CCCCCCCCCCCCCCC)SCC(CNS(=O)(=O)CCCI)OC (1-hexadecylthio-3-(3-iodopropylsulfonylamino)-2-methoxypropane). Product: C(CCCCCCCCCCCCCCC)SCC(CNS(=O)(=O)CCCI)OC(NC)=O (1-hexadecylthio-3-(3-iodopropylsulfonylamino)-2-methylcarbamoyloxypropane). RXN SMILES: ClCCCCS(NCC(OC)C[O:13][C:14](=O)[NH:15][CH2:16]CCCCCCCCCCCCCCCCC)(=O)=O.[CH2:37]([S:53][CH2:54][CH:55]([OH:77])[CH2:56]OC(C1C=CC=CC=1)(C1C=CC=CC=1)C1C=CC=CC=1)[CH2:38][CH2:39][CH2:40][CH2:41][CH2:42][CH2:43][CH2:44][CH2:45][CH2:46][CH2:47][CH2:48][CH2:49][CH2:50][CH2:51][CH3:52].C(SCC(OC)C[NH:98][S:99]([CH2:102][CH2:103][CH2:104][I:105])(=[O:101])=[O:100])CCCCCCCCCCCCCCC>>[CH2:37]([S:53][CH2:54][CH:55]([O:77][C:14](=[O:13])[NH:15][CH3:16])[CH2:56][NH:98][S:99]([CH2:102][CH2:103][CH2:104][I:105])(=[O:100])=[O:101])[CH2:38][CH2:39][CH2:40][CH2:41][CH2:42][CH2:43][CH2:44][CH2:45][CH2:46][CH2:47][CH2:48][CH2:49][CH2:50][CH2:51][CH3:52]. Reported procedure: 3-(3-Chloropropylsulfonylamino)-1-hexadecylthio-2-methylcarbamoyloxypropan III c1 is allowed to react and worked up by the same procedure as described in (5). The summary of the experimental condition and the physical data of the product are listed in the Table 8. The reactants are CCOCCn1c(N2CCCNCC2)nc2ccccc21, COc1cc(C(=O)N2CCC(CCOS(C)(=O)=O)(c3ccc(Cl)cc3)C2)cc(OC)c1OC, CC#N, CCOC(C)=O, CCN(C(C)C)C(C)C, I. Yields the product CCOCCn1c(N2CCCN(CCC3(c4ccc(Cl)cc4)CCN(C(=O)c4cc(OC)c(OC)c(OC)c4)C3)CC2)nc2ccccc21. Reaction SMILES: [CH2:35]([CH3:36])[O:37][CH2:38][CH2:39][n:40]1[c:41]([N:49]2[CH2:50][CH2:51][NH:52][CH2:53][CH2:54][CH2:55]2)[n:42][c:43]2[c:44]1[cH:45][cH:46][cH:47][cH:48]2.[CH3:1][O:2][c:3]1[cH:4][c:5]([C:6](=[O:7])[N:8]2[CH2:9][C:10]([CH2:13][CH2:14][O:15][S:16]([CH3:17])(=[O:18])=[O:19])([c:20]3[cH:21][cH:22][c:23]([Cl:26])[cH:24][cH:25]3)[CH2:11][CH2:12]2)[cH:27][c:28]([O:32][CH3:33])[c:29]1[O:30][CH3:31].[CH3:65][C:66]#[N:67].[CH3:68][CH2:69][O:70][C:71](=[O:72])[CH3:73].[CH:56]([N:57]([CH2:58][CH3:59])[CH:60]([CH3:61])[CH3:62])([CH3:63])[CH3:64].[IH:34]>>[CH3:1][O:2][c:3]1[cH:4][c:5]([C:6](=[O:7])[N:8]2[CH2:9][C:10]([CH2:13][CH2:14][N:52]3[CH2:51][CH2:50][N:49]([c:41]4[n:40]([CH2:39][CH2:38][O:37][CH2:35][CH3:36])[c:44]5[c:43]([n:42]4)[cH:48][cH:47][cH:46][cH:45]5)[CH2:55][CH2:54][CH2:53]3)([c:20]3[cH:21][cH:22][c:23]([Cl:26])[cH:24][cH:25]3)[CH2:11][CH2:12]2)[cH:27][c:28]([O:32][CH3:33])[c:29]1[O:30][CH3:31]. Starting materials: Oc1ccc2cc(Br)ccc2c1, CCOC(C)=O, N#C[Cu], [Na+], CN(C)C=O, [OH-]. The product is N#Cc1ccc2cc(O)ccc2c1. Reaction SMILES: [Br:1][c:2]1[cH:3][c:4]2[cH:5][cH:6][c:7]([OH:12])[cH:8][c:9]2[cH:10][cH:11]1.[CH3:23][CH2:24][O:25][C:26](=[O:27])[CH3:28].[Cu:13][C:14]#[N:15].[Na+:17].[O:18]=[CH:19][N:20]([CH3:21])[CH3:22].[OH-:16]>>[c:2]1([C:14]#[N:15])[cH:3][c:4]2[cH:5][cH:6][c:7]([OH:12])[cH:8][c:9]2[cH:10][cH:11]1.